Dataset: the Open Reaction Database (ORD), a public repository of structured organic reaction records. Task: describe an organic reaction: reactants, conditions, products, and yield The reactants are Cl.C(C)(=O)OCC (Hydrochloric acid ethyl acetate), C(CCCCCCCCCCCCC)NC(OC1=C(C=CC=C1)CCC(=O)N1CCN(CC1)C)=O (2-[3-(4-methylpiperazino)-3-oxopropyl]phenyl N-tetradecylcarbamate). Run in C(C)(=O)OCC (ethyl acetate). Run at time 45 minute. Yields the product Cl.C(CCCCCCCCCCCCC)NC(OC1=C(C=CC=C1)CCC(=O)N1CCN(CC1)C)=O (2-[3-(4-Methylpiperazino)-3-oxopropyl]phenyl N-tetradecylcarbamate Hydrochloride). Reaction SMILES: [ClH:1].C(OCC)(=O)C.[CH2:8]([NH:22][C:23](=[O:42])[O:24][C:25]1[CH:30]=[CH:29][CH:28]=[CH:27][C:26]=1[CH2:31][CH2:32][C:33]([N:35]1[CH2:40][CH2:39][N:38]([CH3:41])[CH2:37][CH2:36]1)=[O:34])[CH2:9][CH2:10][CH2:11][CH2:12][CH2:13][CH2:14][CH2:15][CH2:16][CH2:17][CH2:18][CH2:19][CH2:20][CH3:21]>C(OCC)(=O)C>[ClH:1].[CH2:8]([NH:22][C:23](=[O:42])[O:24][C:25]1[CH:30]=[CH:29][CH:28]=[CH:27][C:26]=1[CH2:31][CH2:32][C:33]([N:35]1[CH2:40][CH2:39][N:38]([CH3:41])[CH2:37][CH2:36]1)=[O:34])[CH2:9][CH2:10][CH2:11][CH2:12][CH2:13][CH2:14][CH2:15][CH2:16][CH2:17][CH2:18][CH2:19][CH2:20][CH3:21] |f:0.1,4.5|. Procedure details: 4N Hydrochloric acid/ethyl acetate solution (1.48 ml) was added to a solution containing 2-[3-(4-methylpiperazino)-3-oxopropyl]phenyl N-tetradecylcarbamate (2.40 g) in ethyl acetate (24 ml) while being cooled with ice. After being stirred for 45 minutes at room temperature, the reaction mixture was concentrated. The residue was recrystallized with the mixed solution of ethyl acetate-ethanol, thereby yielding the entitled compound (2.22 g) as white solid. Starting materials: CCN(C(C)C)C(C)C (DIPEA), [N+](=O)([O-])C1=C(C=CC=C1)S(=O)(=O)Cl (2-nitrobenzene sulfonyl chloride), NC[C@@H](C(=O)OC)C(=O)OC(C)(C)C ((S)-methyl 3-amino-2-(tert-butoxycarbonyl)propanoate). Run in C(Cl)Cl (DCM). Reaction conditions: time 2 hour. The product is C(C)(C)(C)OC(=O)[C@H](C(=O)OC)CNS(=O)(=O)C1=C(C=CC=C1)[N+](=O)[O-] ((S)-methyl 2-(tert-butoxycarbonyl)-3-(2-nitrophenylsulfonamido)propanoate). Isolated yield 102.1%. Reaction SMILES: [NH2:1][CH2:2][C@H:3]([C:8]([O:10][C:11]([CH3:14])([CH3:13])[CH3:12])=[O:9])[C:4]([O:6][CH3:7])=[O:5].CCN(C(C)C)C(C)C.[N+:24]([C:27]1[CH:32]=[CH:31][CH:30]=[CH:29][C:28]=1[S:33](Cl)(=[O:35])=[O:34])([O-:26])=[O:25]>C(Cl)Cl>[C:11]([O:10][C:8]([C@@H:3]([CH2:2][NH:1][S:33]([C:28]1[CH:29]=[CH:30][CH:31]=[CH:32][C:27]=1[N+:24]([O-:26])=[O:25])(=[O:34])=[O:35])[C:4]([O:6][CH3:7])=[O:5])=[O:9])([CH3:14])([CH3:13])[CH3:12]. Procedure: To a mixture of (S)-methyl 3-amino-2-(tert-butoxycarbonyl)propanoate ii (1.6 g, 7.3 mmoL) in DCM (50 mL) was added DIPEA (1.64 mL, 9.4 mmoL) and 2-nitrobenzene sulfonyl chloride (1.62 g, 7.3 mmoL). The mixture was stirred at rt for 2 h. It was then concentrated, dissolved in ethyl acetate, which was then washed with sat. sodium bicarbonate, brine and dried over magnesium sulfate. It was then filtered, concentrated to yield 2.9 g (98%) of (S)-methyl 2-(tert-butoxycarbonyl)-3-(2-nitrophenylsulfona... Starting materials: CO, O=C(O)c1ncc(F)cc1F, O=S(Cl)Cl. Product: COC(=O)c1ncc(F)cc1F. Reaction SMILES: [CH3:16][OH:17].[F:5][c:6]1[c:7]([C:13](=[O:14])[OH:15])[n:8][cH:9][c:10]([F:12])[cH:11]1.[S:1]([Cl:2])([Cl:3])=[O:4]>>[F:5][c:6]1[c:7]([C:13](=[O:14])[O:15][CH3:16])[n:8][cH:9][c:10]([F:12])[cH:11]1. Reaction SMILES: [F:1][C:2]([F:35])([F:34])[C:3]1[CH:4]=[C:5]([CH:27]=[C:28]([C:30]([F:33])([F:32])[F:31])[CH:29]=1)[C:6]([N:8]1[CH2:26][CH2:25][C:11]2([N:15]([C:16]3[CH:21]=[CH:20][CH:19]=[CH:18][C:17]=3[CH3:22])[CH:14]([CH3:23])[NH:13][C:12]2=[O:24])[CH2:10][CH2:9]1)=[O:7].Cl[CH2:37][CH2:38][N:39]1[CH2:43][CH2:42][CH2:41][CH2:40]1>>[F:35][C:2]([F:1])([F:34])[C:3]1[CH:4]=[C:5]([CH:27]=[C:28]([C:30]([F:33])([F:32])[F:31])[CH:29]=1)[C:6]([N:8]1[CH2:9][CH2:10][C:11]2([N:15]([C:16]3[CH:21]=[CH:20][CH:19]=[CH:18][C:17]=3[CH3:22])[CH:14]([CH3:23])[N:13]([CH2:37][CH2:38][N:39]3[CH2:43][CH2:42][CH2:41][CH2:40]3)[C:12]2=[O:24])[CH2:25][CH2:26]1)=[O:7]. Product: FC(C=1C=C(C(=O)N2CCC3(C(N(C(N3C3=C(C=CC=C3)C)C)CCN3CCCC3)=O)CC2)C=C(C1)C(F)(F)F)(F)F ((rac)-8-(3,5-Bis-trifluoromethyl-benzoyl)-2-methyl-3-(2-pyrrolidin-1-yl-ethyl)-1-o-tolyl-1,3,8-triaza-spiro[4.5]decan-4-one). The reactants are FC(C=1C=C(C(=O)N2CCC3(C(NC(N3C3=C(C=CC=C3)C)C)=O)CC2)C=C(C1)C(F)(F)F)(F)F ((rac)-8-(3,5-bis-trifluoromethyl-benzoyl)-2-methyl-1-o-tolyl-1,3,8-triaza-spiro[4.5]decan-4-one), ClCCN1CCCC1 (1-(2-chloroethyl)-pyrrolidine). Reported procedure: The title compound, MS: m/e=597.1 (M+H+), was prepared in accordance with the general method of example 99 from (rac)-8-(3,5-bis-trifluoromethyl-benzoyl)-2-methyl-1-o-tolyl-1,3,8-triaza-spiro[4.5]decan-4-one and 1-(2-chloroethyl)-pyrrolidine.